From a dataset of the Open Reaction Database (ORD), a public repository of structured organic reaction records. describe an organic reaction: reactants, conditions, products, and yield Reactants: [OH-].[Na+] (NaOH), Cl.NCCC1=CC=C(C=2NC(SC21)=O)O (7-(2-amino-ethyl)-4-hydroxy-3H-benzothiazol-2-one hydrochloride), C(C)N(CCN(C(CCOCCC1=CC=CC2=CC=CC=C12)=O)CC=O)CC (N-[2-(diethylamino)ethyl]-3-[2-(1-naphthyl)ethoxy]-N-(2-oxoethyl)propanamide), C(C)(=O)O[BH-](OC(C)=O)OC(C)=O.[Na+] (Sodium triacetoxyborohydride), Br (hydrobromic acid). The solvent is C(C)O (ethanol), CO (methanol), O (water), CN1CCCC1=O (NMP), ClCCl (dichloromethane). Reaction conditions: temperature 60 celsius, time 25 minute. Yields the product Br.Br.C(C)N(CCN(C(CCOCCC1=CC=CC2=CC=CC=C12)=O)CCNCCC1=CC=C(C=2NC(SC21)=O)O)CC (N-[2-(Diethylamino)ethyl]-N-(2-{[2-(4-hydroxy-2-oxo-2,3-dihydro-1,3-benzothiazol-7-yl)ethyl]amino}ethyl)-3-[2-(1-naphthyl)ethoxy]propanamide dihydrobromide). Reaction SMILES: Cl.[NH2:2][CH2:3][CH2:4][C:5]1[C:13]2[S:12][C:11](=[O:14])[NH:10][C:9]=2[C:8]([OH:15])=[CH:7][CH:6]=1.[OH-].[Na+].[CH2:18]([N:20]([CH2:44][CH3:45])[CH2:21][CH2:22][N:23]([CH2:41][CH:42]=O)[C:24](=[O:40])[CH2:25][CH2:26][O:27][CH2:28][CH2:29][C:30]1[C:39]2[C:34](=[CH:35][CH:36]=[CH:37][CH:38]=2)[CH:33]=[CH:32][CH:31]=1)[CH3:19].C(O[BH-](OC(=O)C)OC(=O)C)(=O)C.[Na+].[BrH:60]>CN1C(=O)CCC1.CO.ClCCl.C(O)C.O>[BrH:60].[BrH:60].[CH2:44]([N:20]([CH2:18][CH3:19])[CH2:21][CH2:22][N:23]([CH2:41][CH2:42][NH:2][CH2:3][CH2:4][C:5]1[C:13]2[S:12][C:11](=[O:14])[NH:10][C:9]=2[C:8]([OH:15])=[CH:7][CH:6]=1)[C:24](=[O:40])[CH2:25][CH2:26][O:27][CH2:28][CH2:29][C:30]1[C:39]2[C:34](=[CH:35][CH:36]=[CH:37][CH:38]=2)[CH:33]=[CH:32][CH:31]=1)[CH3:45] |f:0.1,2.3,5.6,13.14.15|. Procedure details: A suspension of 7-(2-amino-ethyl)-4-hydroxy-3H-benzothiazol-2-one hydrochloride (53 g) in dry NMP (216 mL) was heated to 60° C. and treated in one portion with a solution of NaOH (8.2 g) in methanol (102 mL). The bright orange suspension was cooled to room temperature and treated dropwise with a solution of N-[2-(diethylamino)ethyl]-3-[2-(1-naphthyl)ethoxy]-N-(2-oxoethyl)propanamide in dichloromethane (475 mL) over 20 minutes. The reaction was left to stir for 25 minutes. Sodium triacetoxyborohy... Reactants: COC(CC1=CC=C(C=C1)[N+](=O)[O-])=O ((4-nitro-phenyl)-acetic acid methyl ester), C1COCCOCCOCCOCCOCCO1 (18-crown-6), CI (methyl iodide), [H-].[Na+] (Sodium hydride). The solvent is CN(C)C=O (DMF). Reaction conditions: temperature 0 celsius. Yields the product [N+](=O)([O-])C1=CC=C(C=C1)C(C(=O)OC)C (methyl 2-(4-nitrophenyl)propanoate). Isolated yield 697.9%. RXN SMILES: [CH3:1][O:2][C:3](=[O:14])[CH2:4][C:5]1[CH:10]=[CH:9][C:8]([N+:11]([O-:13])=[O:12])=[CH:7][CH:6]=1.[CH2:15]1OCCOCCOCCOCCOCCOC1.CI.[H-].[Na+]>CN(C=O)C>[N+:11]([C:8]1[CH:7]=[CH:6][C:5]([CH:4]([CH3:15])[C:3]([O:2][CH3:1])=[O:14])=[CH:10][CH:9]=1)([O-:13])=[O:12] |f:3.4|. Procedure: A mixture of (4-nitro-phenyl)-acetic acid methyl ester (3.0 g, 15 mmol), 18-crown-6 (396 mg, 1.5 mmol), and methyl iodide (3.74 mL, 60 mmol) were combined in DMF (50 mL) and cooled to 0° C. Sodium hydride (660 mg, 16.5 mmol) was added. The solution was stirred with warming to room temperature overnight. The solution was partitioned between ethyl acetate and water. The combined organic layers were washed with brine, dried (MgSO4), filtered, and concentrated under vacuum to provide 2.19 g (70%) of... Reactants: [Al+3], C1CCOC1, CNc1c(C(=O)N(C)OC)cnn(Cc2ccc(OC)cc2)c1=O, [H-], [H-], [H-], [H-], [Li+]. The product is CNc1c(C=O)cnn(Cc2ccc(OC)cc2)c1=O. As a reaction SMILES: [Al+3:26].[CH2:31]1[O:32][CH2:33][CH2:34][CH2:35]1.[CH3:1][O:2][c:3]1[cH:4][cH:5][c:6]([CH2:7][n:8]2[n:9][cH:10][c:11]([C:17](=[O:18])[N:19]([O:20][CH3:21])[CH3:22])[c:12]([NH:15][CH3:16])[c:13]2=[O:14])[cH:23][cH:24]1.[H-:25].[H-:28].[H-:29].[H-:30].[Li+:27]>>[CH3:1][O:2][c:3]1[cH:4][cH:5][c:6]([CH2:7][n:8]2[n:9][cH:10][c:11]([CH:17]=[O:18])[c:12]([NH:15][CH3:16])[c:13]2=[O:14])[cH:23][cH:24]1. Starting materials: C(C)(C)(C)C1=CC=C(C=C1)S(=O)(=O)NC1=C(C(=CC(=C1)C#N)OCCO)OC1=CC(=CC=C1)OC (4-tert-butyl-N-[5-cyano-3-(2-hydroxy-ethoxy)-2-(3-methoxy-phenoxy)-phenyl]-benzenesulphonamide), [N-]=[N+]=[N-].[Na+] (sodium azide). The solvent is CN(C=O)C (N,N-dimethylformamide). Yields the product C(C)(C)(C)C1=CC=C(C=C1)S(=O)(=O)NC1=C(C(=CC(=C1)C1=NN=NN1)OCCO)OC1=CC(=CC=C1)OC (4-tert-butyl-N-[3-(2-hydroxy-ethoxy)-2-(3-methoxy-phenoxy)-5-(1 H-tetrazol-5-yI)-phenyl]-benzenesulphonamide). As a reaction SMILES: [C:1]([C:5]1[CH:10]=[CH:9][C:8]([S:11]([NH:14][C:15]2[CH:20]=[C:19]([C:21]#[N:22])[CH:18]=[C:17]([O:23][CH2:24][CH2:25][OH:26])[C:16]=2[O:27][C:28]2[CH:33]=[CH:32][CH:31]=[C:30]([O:34][CH3:35])[CH:29]=2)(=[O:13])=[O:12])=[CH:7][CH:6]=1)([CH3:4])([CH3:3])[CH3:2].[N-:36]=[N+:37]=[N-:38].[Na+]>CN(C)C=O>[C:1]([C:5]1[CH:6]=[CH:7][C:8]([S:11]([NH:14][C:15]2[CH:20]=[C:19]([C:21]3[NH:38][N:37]=[N:36][N:22]=3)[CH:18]=[C:17]([O:23][CH2:24][CH2:25][OH:26])[C:16]=2[O:27][C:28]2[CH:33]=[CH:32][CH:31]=[C:30]([O:34][CH3:35])[CH:29]=2)(=[O:12])=[O:13])=[CH:9][CH:10]=1)([CH3:4])([CH3:2])[CH3:3] |f:1.2|. Reported procedure: In analogy to Example 140, by reacting 4-tert-butyl-N-[5-cyano-3-(2-hydroxy-ethoxy)-2-(3-methoxy-phenoxy)-phenyl]-benzenesulphonamide and sodium azide in N,N-dimethylformamide there was obtained 4-tert-butyl-N-[3-(2-hydroxy-ethoxy)-2-(3-methoxy-phenoxy)-5-(1 H-tetrazol-5-yI)-phenyl]-benzenesulphonamide as a white foam. The reactants are Tris-hydrochloride, C(C)(=O)NC(CC1=CNC2=CC=CC=C12)C(=O)O (N-acetyl-DL-tryptophan), C(C)(=O)N[C@@H](CC1=CNC2=CC=CC=C12)C(=O)O (N-acetyl-L-tryptophan), CC1([C@@H](N2[C@H](S1)[C@@H](C2=O)NC(=O)[C@@H](C=3C=CC=CC3)N)C(=O)O)C (ampicillin), CC(C)S[C@H]1[C@@H]([C@H]([C@H]([C@H](O1)CO)O)O)O (IPTG). Reagents/catalysts: CCCCCCCCCCCCCCCC[N+]=1C=CC=CC1.[Br-] (cetylpyridinium bromide). Reaction conditions: time 18 hour. Product: N[C@H](CC1=CNC2=CC=CC=C12)C(=O)O (D-tryptophan), C(C)(=O)N[C@H](CC1=CNC2=CC=CC=C12)C(=O)O (N-acetyl-D-tryptophan). As a reaction SMILES: CC1(C)S[C@@H]2[C@H](NC([C@H](N)C3C=CC=CC=3)=O)C(=O)N2[C@H]1C(O)=O.CC(S[C@@H]1O[C@H](CO)[C@H](O)[C@H](O)[C@H]1O)C.C([NH:43][CH:44]([C:55]([OH:57])=[O:56])[CH2:45][C:46]1[C:54]2[C:49](=[CH:50][CH:51]=[CH:52][CH:53]=2)[NH:48][CH:47]=1)(=O)C.[C:58]([NH:61][C@H:62]([C:73]([OH:75])=[O:74])[CH2:63][C:64]1[C:72]2[C:67](=[CH:68][CH:69]=[CH:70][CH:71]=2)[NH:66][CH:65]=1)(=[O:60])[CH3:59]>CCCCCCCCCCCCCCCC[N+]1C=CC=CC=1.[Br-]>[NH2:43][C@@H:44]([C:55]([OH:57])=[O:56])[CH2:45][C:46]1[C:54]2[C:49](=[CH:50][CH:51]=[CH:52][CH:53]=2)[NH:48][CH:47]=1.[C:58]([NH:61][C@@H:62]([C:73]([OH:75])=[O:74])[CH2:63][C:64]1[C:72]2[C:67](=[CH:68][CH:69]=[CH:70][CH:71]=2)[NH:66][CH:65]=1)(=[O:60])[CH3:59] |f:4.5|. Procedure: Cells of the E. coli transformant were inoculated on an LB agar plate. Each colony grown on the plate was inoculated with a toothpick to a well of a microtiter plate which contained 150 μl of LB culture medium containing 50 μg/ml ampicillin and 0.02 mM IPTG, and then the microtiter plate was covered with Breathable Sealing Membrane (Nalgene). The microtiter plate was incubated at 37° C. for 18 hours while being shaken. 10 μl of the culture medium solution was added to the reaction solution conta... Starting materials: O=C([O-])O, Cl, NS(=O)(=O)c1cccc(-c2c(-c3ccc(F)cc3)nc(C(F)(F)F)nc2N2CCN(c3ccc([N+](=O)[O-])cn3)CC2)c1, [Na+], O, O, Cl[Sn]Cl. Product: Nc1ccc(N2CCN(c3nc(C(F)(F)F)nc(-c4ccc(F)cc4)c3-c3cccc(S(N)(=O)=O)c3)CC2)nc1. Reaction SMILES: [C:48](=[O:49])([OH:50])[O-:51].[ClH:53].[N+:1]([O-:2])(=[O:3])[c:4]1[cH:5][cH:6][c:7]([N:10]2[CH2:11][CH2:12][N:13]([c:16]3[c:17](-[c:33]4[cH:34][c:35]([S:39](=[O:40])(=[O:41])[NH2:42])[cH:36][cH:37][cH:38]4)[c:18](-[c:26]4[cH:27][cH:28][c:29]([F:32])[cH:30][cH:31]4)[n:19][c:20]([C:22]([F:23])([F:24])[F:25])[n:21]3)[CH2:14][CH2:15]2)[n:8][cH:9]1.[Na+:52].[OH2:43].[OH2:44].[Sn:45]([Cl:46])[Cl:47]>>[NH2:1][c:4]1[cH:5][cH:6][c:7]([N:10]2[CH2:11][CH2:12][N:13]([c:16]3[c:17](-[c:33]4[cH:34][c:35]([S:39](=[O:40])(=[O:41])[NH2:42])[cH:36][cH:37][cH:38]4)[c:18](-[c:26]4[cH:27][cH:28][c:29]([F:32])[cH:30][cH:31]4)[n:19][c:20]([C:22]([F:23])([F:24])[F:25])[n:21]3)[CH2:14][CH2:15]2)[n:8][cH:9]1. The reactants are ClC1=NC=C(C(=O)NC2=C(C=CC=C2)CN2CCN(CC2)C)C=C1 (6-chloro-N-[2-(4-methylpiperazin-1-ylmethyl)phenyl]nicotinamide), ClC1=NC=C(C(=O)NC2=C(C=CC=C2)CN2CCN(CC2)C)C=C1 (6-chloro-N-[2-(4-methylpiperazin-1-ylmethyl)phenyl]nicotinamide), CC1=C(C=C(C=C1)NC(=O)C1=COC=C1)B1OC(C(O1)(C)C)(C)C (N-[4-methyl-3-(4,4,5,5-tetramethyl-[1,3,2]dioxaborolan-2-yl)-phenyl]-3-furamide), CC1=C(C=C(C=C1)NC(=O)C1=COC=C1)B1OC(C(O1)(C)C)(C)C (N-[4-methyl-3-(4,4,5,5-tetramethyl-[1,3,2]dioxaborolan-2-yl)-phenyl]-3-furamide). Yields the product O1C=C(C=C1)C(=O)NC=1C=CC(=C(C1)C1=NC=C(C(=O)NC2=C(C=CC=C2)CN2CCN(CC2)C)C=C1)C (6-[5-(Fur-3-ylcarbonylamino)-2-methyl-phenyl]-N-[2-(4-methylpiperazin-1-ylmethyl)phenyl]-nicotinamide). As a reaction SMILES: Cl[C:2]1[CH:24]=[CH:23][C:5]([C:6]([NH:8][C:9]2[CH:14]=[CH:13][CH:12]=[CH:11][C:10]=2[CH2:15][N:16]2[CH2:21][CH2:20][N:19]([CH3:22])[CH2:18][CH2:17]2)=[O:7])=[CH:4][N:3]=1.[CH3:25][C:26]1[CH:31]=[CH:30][C:29]([NH:32][C:33]([C:35]2[CH:39]=[CH:38][O:37][CH:36]=2)=[O:34])=[CH:28][C:27]=1B1OC(C)(C)C(C)(C)O1>>[O:37]1[CH:38]=[CH:39][C:35]([C:33]([NH:32][C:29]2[CH:28]=[CH:27][C:26]([CH3:25])=[C:31]([C:2]3[CH:24]=[CH:23][C:5]([C:6]([NH:8][C:9]4[CH:14]=[CH:13][CH:12]=[CH:11][C:10]=4[CH2:15][N:16]4[CH2:21][CH2:20][N:19]([CH3:22])[CH2:18][CH2:17]4)=[O:7])=[CH:4][N:3]=3)[CH:30]=2)=[O:34])=[CH:36]1. Procedure: 6-[5-(Fur-3-ylcarbonylamino)-2-methyl-phenyl]-N-[2-(4-methylpiperazin-1-ylmethyl)phenyl]-nicotinamide was prepared from 6-chloro-N-[2-(4-methylpiperazin-1-ylmethyl)phenyl]nicotinamide (Intermediate 5) and N-[4-methyl-3-(4,4,5,5-tetramethyl-[1,3,2]dioxaborolan-2-yl)-phenyl]-3-furamide (Intermediate 13) using General Method B. LCMS: retention time 2.53 min, MH+ 510. NMR: δH [2H6]-DMSO 11.64,(1H, b), 10.02,(1H, s), 9.23,(1H, s), 8.38,(2H, m), 8.31,(1H, d), 7.86,(1H, s), 7.80,(1H, s), 7.76,(2H, m), ... Starting materials: Cl (hydrochloric acid), N1(CCNCC1)C1=C(C=C(C=C1)CCC)S(=O)(=O)O (2-(1-piperazinyl)-5-n-propylbenzenesulfonic acid). Run in C(C)O (ethyl alcohol). Yields the product Cl.N1(CCNCC1)C1=C(C=C(C=C1)CCC)S(=O)(=O)O (2-(1-piperazinyl)-5-n-propylbenzenesulfonic acid hydrochloride). Isolated yield 95.4%. As a reaction SMILES: [ClH:1].[N:2]1([C:8]2[CH:13]=[CH:12][C:11]([CH2:14][CH2:15][CH3:16])=[CH:10][C:9]=2[S:17]([OH:20])(=[O:19])=[O:18])[CH2:7][CH2:6][NH:5][CH2:4][CH2:3]1>C(O)C>[ClH:1].[N:2]1([C:8]2[CH:13]=[CH:12][C:11]([CH2:14][CH2:15][CH3:16])=[CH:10][C:9]=2[S:17]([OH:20])(=[O:18])=[O:19])[CH2:7][CH2:6][NH:5][CH2:4][CH2:3]1 |f:3.4|. Reported procedure: To a mixed solution of 200 ml of ethyl alcohol and 185 ml of 1 N hydrochloric acid was added 50.0 g of 2-(1-piperazinyl)-5-n-propylbenzenesulfonic acid and the mixture was dissolved by heating. The mixture was condensed under reduced pressure, and precipitated crystals were washed with acetone and dried to give 51.46 g (yield: 95.4%) of the above title product. Starting materials: CI, CCOC(C)=O, CCCOc1ccc(F)c2c(=O)c(-c3ccc(OC)cc3)cn(CC(=O)NCCN3CCOCC3)c12, [H-], [Na+], CN(C)C=O, O. Yields the product CCCOc1ccc(F)c2c(=O)c(-c3ccc(OC)cc3)cn(CC(=O)N(C)CCN3CCOCC3)c12. As a reaction SMILES: [CH3:44][I:45].[CH3:46][CH2:47][O:48][C:49](=[O:50])[CH3:51].[F:8][c:9]1[c:10]2[c:11](=[O:43])[c:12](-[c:35]3[cH:36][cH:37][c:38]([O:41][CH3:42])[cH:39][cH:40]3)[cH:13][n:14]([CH2:23][C:24](=[O:25])[NH:26][CH2:27][CH2:28][N:29]3[CH2:30][CH2:31][O:32][CH2:33][CH2:34]3)[c:15]2[c:16]([O:19][CH2:20][CH2:21][CH3:22])[cH:17][cH:18]1.[H-:1].[Na+:2].[O:3]=[CH:4][N:5]([CH3:6])[CH3:7].[OH2:52]>>[CH3:4][N:26]([C:24]([CH2:23][n:14]1[cH:13][c:12](-[c:35]2[cH:36][cH:37][c:38]([O:41][CH3:42])[cH:39][cH:40]2)[c:11](=[O:43])[c:10]2[c:9]([F:8])[cH:18][cH:17][c:16]([O:19][CH2:20][CH2:21][CH3:22])[c:15]21)=[O:25])[CH2:27][CH2:28][N:29]1[CH2:30][CH2:31][O:32][CH2:33][CH2:34]1. The reactants are ClC1=CC(=C(CN2N=CC3=CC(=CC=C23)\C=C/2\C(N(C(S2)=O)CC(=O)O)=O)C=C1)C(F)(F)F ([(5Z)-5-({1-[4-Chloro-2-(trifluoromethyl)benzyl]-1H-indazol-5-yl}methylidene)-2,4-dioxo-1,3-thiazolidin-3-yl]acetic acid), C(C)(C)(C)OC(=O)N1S(NCC1)(=O)=O (1,1-dioxo-1λ6-[1,2,5]thiadiazolidine-2-carboxylic acid tert-butyl ester). Reported procedure: tert-Butyl 5-{[(5Z)-5-({1-[4-chloro-2-(trifluoromethyl)benzyl]-1H-indazol-5-yl}methylidene)-2,4-dioxo-1,3-thiazolidin-3-yl]acetyl}-1,2,5-thiadiazolidine-2-carboxylate 1,1-dioxide was prepared from [(5Z)-5-({1-[4-chloro-2-(trifluoromethyl)benzyl]-1H-indazol-5-yl}methylidene)-2,4-dioxo-1,3-thiazolidin-3-yl]acetic acid (from Example 4) and 1,1-dioxo-1λ6-[1,2,5]thiadiazolidine-2-carboxylic acid tert-butyl ester following General Procedure C. The product is ClC1=CC(=C(CN2N=CC3=CC(=CC=C23)\C=C/2\C(N(C(S2)=O)CC(=O)N2CCN(S2(=O)=O)C(=O)OC(C)(C)C)=O)C=C1)C(F)(F)F (tert-Butyl 5-{[(5Z)-5-({1-[4-chloro-2-(trifluoromethyl)benzyl]-1H-indazol-5-yl}methylidene)-2,4-dioxo-1,3-thiazolidin-3-yl]acetyl}-1,2,5-thiadiazolidine-2-carboxylate 1,1-dioxide). As a reaction SMILES: [Cl:1][C:2]1[CH:29]=[CH:28][C:5]([CH2:6][N:7]2[C:15]3[C:10](=[CH:11][C:12](/[CH:16]=[C:17]4/[C:18](=[O:27])[N:19]([CH2:23][C:24]([OH:26])=O)[C:20](=[O:22])[S:21]/4)=[CH:13][CH:14]=3)[CH:9]=[N:8]2)=[C:4]([C:30]([F:33])([F:32])[F:31])[CH:3]=1.[C:34]([O:38][C:39]([N:41]1[CH2:45][CH2:44][NH:43][S:42]1(=[O:47])=[O:46])=[O:40])([CH3:37])([CH3:36])[CH3:35]>>[Cl:1][C:2]1[CH:29]=[CH:28][C:5]([CH2:6][N:7]2[C:15]3[C:10](=[CH:11][C:12](/[CH:16]=[C:17]4/[C:18](=[O:27])[N:19]([CH2:23][C:24]([N:43]5[S:42](=[O:47])(=[O:46])[N:41]([C:39]([O:38][C:34]([CH3:37])([CH3:36])[CH3:35])=[O:40])[CH2:45][CH2:44]5)=[O:26])[C:20](=[O:22])[S:21]/4)=[CH:13][CH:14]=3)[CH:9]=[N:8]2)=[C:4]([C:30]([F:31])([F:33])[F:32])[CH:3]=1.